This data is from the Open Reaction Database (ORD), a public repository of structured organic reaction records. The task is: describe an organic reaction: reactants, conditions, products, and yield Reactants: [F-].[F-].[F-].B.C(Cl)Cl (borane trifluoride methylene chloride), C(Cl)Cl (methylene chloride), NC1=C(C(=C(C(=C1OC)F)C1=CC=CC=C1)C)C#N (4-amino-3-cyano-6-fluoro-5-methoxy-2-methylbiphenyl). The solvent is O (Water). Reaction conditions: temperature 0 celsius, time 10 minute. Product: NC1=C(C(=C(C(=C1O)F)C1=CC=CC=C1)C)C#N (4-Amino-3-cyano-6-fluoro-5-hydroxy-2-methylbiphenyl). Isolated yield 93.0%. As a reaction SMILES: [F-].[F-].[F-].B.C(Cl)Cl.C(Cl)Cl.[NH2:11][C:12]1[C:17]([O:18]C)=[C:16]([F:20])[C:15]([C:21]2[CH:26]=[CH:25][CH:24]=[CH:23][CH:22]=2)=[C:14]([CH3:27])[C:13]=1[C:28]#[N:29]>O>[NH2:11][C:12]1[C:17]([OH:18])=[C:16]([F:20])[C:15]([C:21]2[CH:26]=[CH:25][CH:24]=[CH:23][CH:22]=2)=[C:14]([CH3:27])[C:13]=1[C:28]#[N:29] |f:0.1.2.3.4|. Procedure details: Under nitrogen atmosphere, at −78° C., 1 M borane trifluoride/methylene chloride solution (3.0 ml, 3.0 mmol) was dropwise added to a methylene chloride (10 ml) solution of 4-amino-3-cyano-6-fluoro-5-methoxy-2-methylbiphenyl (I-39) (250 mg, 1.0 mmol), taking 10 minutes, followed by stirring for 4 hours and a half with gradually heating up to 0° C. Water with ice was added to the reaction liquid, followed by neutralization at pH of 7 with aqueous 10% sodium carbonate solution and extraction three ...